From a dataset of the Open Reaction Database (ORD), a public repository of structured organic reaction records. describe an organic reaction: reactants, conditions, products, and yield The reactants are C1(=CC=CC=C1)N(C1=CC=C(C=O)C=C1)C1=CC=CC=C1 (4-diphenylaminobenzaldehyde), ICC(=O)OC=C (vinyl iodoacetate), C1(=CC=CC=C1)P(C1=CC=CC=C1)C1=CC=CC=C1 (triphenylphosphine), [H-].[Na+] (Sodium hydride). The solvent is C1CCOC1 (THF), C(C)OCC (diethyl ether), C(C)OCC (diethyl ether), O1CCCC1 (tetrahydrofuran). Reaction conditions: temperature 6 celsius, time 16 hour. Product: C(=C)OC(C=CC1=CC=C(C=C1)N(C1=CC=CC=C1)C1=CC=CC=C1)=O (Vinyl-4-(N,N-diphenylamino)cinnamate). RXN SMILES: I[CH2:2][C:3]([O:5][CH:6]=[CH2:7])=[O:4].C1(P(C2C=CC=CC=2)C2C=CC=CC=2)C=CC=CC=1.[H-].[Na+].[C:29]1([N:35]([C:44]2[CH:49]=[CH:48][CH:47]=[CH:46][CH:45]=2)[C:36]2[CH:43]=[CH:42][C:39]([CH:40]=O)=[CH:38][CH:37]=2)[CH:34]=[CH:33][CH:32]=[CH:31][CH:30]=1>O1CCCC1.C(OCC)C>[CH:6]([O:5][C:3](=[O:4])[CH:2]=[CH:40][C:39]1[CH:38]=[CH:37][C:36]([N:35]([C:44]2[CH:49]=[CH:48][CH:47]=[CH:46][CH:45]=2)[C:29]2[CH:34]=[CH:33][CH:32]=[CH:31][CH:30]=2)=[CH:43][CH:42]=1)=[CH2:7] |f:2.3|. Procedure details: A 100 mL round bottom flask equipped with a nitrogen inlet-outlet, magnetic stirrer and addition funnel was charged with vinyl iodoacetate (5.6 g, 26 mmol) and triphenylphosphine (6.9 g, 26 mmol) in 50 mL anhydrous tetrahydrofuran. The reaction mixture was blanketed with nitrogen and allowed to stir for 16 h and then cooled to 6° C. on an ice-water bath. Sodium hydride (1.0 g, 25 mmol) was added and the reaction was allowed to warm to room temperature. After stirring at room temperature for 4 h,... Yield: 77.9%. Starting materials: C([O-])([O-])=O.[K+].[K+] (Potassium carbonate), ICCCCCCCC (iodooctane), BrC1=CC(=C(C=C1)O)Cl (1-Bromo-3-chloro-4-hydroxybenzene). Reported procedure: 1-Bromo-3-chloro-4-hydroxybenzene (0.50 g, 2.41 mmol) was dissolved in acetonitrile (20 mL) and stirred at rt. Potassium carbonate (0.47 g, 3.37 mmol) and iodooctane (0.57 mL, 3.13 mmol) were added and the reaction was heated to 80° C. for 4 h. The reaction was diluted with ethyl acetate, washed with water and dried over anhydrous magnesium sulfate. Silica gel chromatography eluting with 1% ethyl acetate/hexane yielded 0.6 g of product: ESI-MS 317.0 (M+H). RXN SMILES: [Br:1][C:2]1[CH:7]=[CH:6][C:5]([OH:8])=[C:4]([Cl:9])[CH:3]=1.C(=O)([O-])[O-].[K+].[K+].I[CH2:17][CH2:18][CH2:19][CH2:20][CH2:21][CH2:22][CH2:23][CH3:24]>C(#N)C.C(OCC)(=O)C>[Br:1][C:2]1[CH:7]=[CH:6][C:5]([O:8][CH2:17][CH2:18][CH2:19][CH2:20][CH2:21][CH2:22][CH2:23][CH3:24])=[C:4]([Cl:9])[CH:3]=1 |f:1.2.3|. Solvent: C(C)(=O)OCC (ethyl acetate), C(C)#N (acetonitrile). The product is BrC1=CC(=C(C=C1)OCCCCCCCC)Cl (1-Bromo-3-chloro-4-octyloxybenzene). Reactants: CC(=O)OCC1=C2C=CC=CC2=C(C3=CC=CC=C31)COC(=O)C (acetic), C(=O)O (Formic acid), CNCC1(CCCCC1)N(C)C (1-methylaminomethylcyclohexyldimethylamine), C(=O)O (formic acid), mixture. Run at time 1 hour. Product: C(=O)N(CC1(CCCCC1)N(C)C)C (1-(N-Formyl-1-methylaminomethyl)cyclohexyldimethylamine). The yield is 77.7%. Reaction SMILES: CC(OCC1C2C(=CC=CC=2)C(COC(C)=O)=C2C=1C=CC=C2)=O.[CH3:25][NH:26][CH2:27][C:28]1([N:34]([CH3:36])[CH3:35])[CH2:33][CH2:32][CH2:31][CH2:30][CH2:29]1.[CH:37]([OH:39])=O>>[CH:37]([N:26]([CH3:25])[CH2:27][C:28]1([N:34]([CH3:36])[CH3:35])[CH2:33][CH2:32][CH2:31][CH2:30][CH2:29]1)=[O:39]. Reported procedure: Formic acid (6.9 g, 0.15 mole) and acetic anhyride (15.3 g, 0.15 mole) were mixed without cooling and kept at room temperature for 1 hr. 1-methylaminomethylcyclohexyldimethylamine (5.9 g, 0.034 mole) was dissolved in formic acid (12 ml) and the formylating mixture (16 ml) added slowly. This produced vigorous effervescence and a temperature rise to 75°. The mixture was then left at room temperature for 2 hr. and then heated on a water bath at 55° for 0.75 hr. The solvents were removed under reduc... The reactants are FC1=CC=C(C=CC(=O)O)C=C1 (4-fluorocinnamic acid), C(O)([O-])=O.[Na+] (sodium hydrogen carbonate), C(C(=O)Cl)(=O)Cl (oxalyl chloride), C1(=CC=CC=C1)C1(OC(N2C1CNCC2)=O)C2=CC=CC=C2 (hexahydro-1,1-diphenyl-3H-oxazolo[3,4-a]pyrazin-3-one). Reagents/catalysts: CN(C=O)C (N,N-dimethylformamide). The solvent is O1CCCC1 (tetrahydrofuran), O1CCCC1 (tetrahydrofuran), C(C)(C)N(CC)C(C)C (diisopropylethylamine). Run at time 1 hour. Product: FC1=CC=C(C=C1)/C=C/C(=O)N1CC2N(CC1)C(OC2(C2=CC=CC=C2)C2=CC=CC=C2)=O ((E)-7-[3-(4-Fluorophenyl)-1-oxo-2-propenyl]-hexahydro-1,1-diphenyl-3H-oxazolo[3,4-a]pyrazin-3-one). The yield is 36.2%. Reaction SMILES: [F:1][C:2]1[CH:12]=[CH:11][C:5]([CH:6]=[CH:7][C:8]([OH:10])=O)=[CH:4][CH:3]=1.C(Cl)(=O)C(Cl)=O.[C:19]1([C:25]2([C:35]3[CH:40]=[CH:39][CH:38]=[CH:37][CH:36]=3)[CH:29]3[CH2:30][NH:31][CH2:32][CH2:33][N:28]3[C:27](=[O:34])[O:26]2)[CH:24]=[CH:23][CH:22]=[CH:21][CH:20]=1.C(=O)([O-])O.[Na+]>O1CCCC1.CN(C)C=O.C(N(C(C)C)CC)(C)C>[F:1][C:2]1[CH:3]=[CH:4][C:5](/[CH:6]=[CH:7]/[C:8]([N:31]2[CH2:32][CH2:33][N:28]3[C:27](=[O:34])[O:26][C:25]([C:35]4[CH:36]=[CH:37][CH:38]=[CH:39][CH:40]=4)([C:19]4[CH:24]=[CH:23][CH:22]=[CH:21][CH:20]=4)[CH:29]3[CH2:30]2)=[O:10])=[CH:11][CH:12]=1 |f:3.4|. Reported procedure: To a solution of 4-fluorocinnamic acid (50 mg, 0.30 mmol) in tetrahydrofuran (1 mL) were sequentially added oxalyl chloride (46 mg, 0.36 mmol) and N,N-dimethylformamide (one drop), and the mixture was stirred at room temperature for 1 hour. The reaction solution was concentrated under reduced pressure. A solution of hexahydro-1,1-diphenyl-3H-oxazolo[3,4-a]pyrazin-3-one (60 mg, 0.20 mmol) in tetrahydrofuran (1.5 mL) and diisopropylethylamine (0.3 mL) were sequentially added thereto, and the mixtu... The reactants are Cl (hydrochloric acid), COC(CCCCN(C1=C(C=C(C=C1)Br)C=O)C)=O (5-(4-bromo-2-formyl-N-methylanilino)pentanoic acid methylester), C[O-].[Na+] (sodium methoxide). Run in C(OC)(OC)=O (dimethyl carbonate), CO (methanol). Conditions: temperature 50 celsius, time 2 hour. Product: COC(=O)C=1CCCN(C2=C(C1)C=C(C=C2)Br)C (8-bromo-1-methyl-1,2,3,4-tetrahydro-1-benzazocin-5-carboxylic acid methylester). The yield is 31.7%. Reaction SMILES: [CH3:1][O:2][C:3](=[O:19])[CH2:4][CH2:5][CH2:6][CH2:7][N:8]([CH3:18])[C:9]1[CH:14]=[CH:13][C:12]([Br:15])=[CH:11][C:10]=1[CH:16]=O.C[O-].[Na+].Cl>C(=O)(OC)OC.CO>[CH3:1][O:2][C:3]([C:4]1[CH2:5][CH2:6][CH2:7][N:8]([CH3:18])[C:9]2[CH:14]=[CH:13][C:12]([Br:15])=[CH:11][C:10]=2[CH:16]=1)=[O:19] |f:1.2|. Procedure details: To a solution of 5-(4-bromo-2-formyl-N-methylanilino)pentanoic acid methylester (3.0 g) in dimethyl carbonate (40 ml), a solution of 28% sodium methoxide in methanol (2.3 g) was added at room temperature, and the resulting mixture was stirred at 50° C. for 2 hours. The mixture was allowed to cool to room temperature, and neutralized with 1N hydrochloric acid. After ethyl acetate extraction, the organic layer was washed with saturated salt water, dried over anhydrous sodium sulfate, and concentra...